Dataset: the Open Reaction Database (ORD), a public repository of structured organic reaction records. Task: describe an organic reaction: reactants, conditions, products, and yield Starting materials: C(C)(=O)N1C(C2C=3C(=CC=CC13)C(CC2)Br)C2=CC=CC=C2 (1-acetyl-5-bromo-2-phenyl-1,2,2a,3,4,5-hexahydrobenz[cd]indole), [OH-].[K+] (potassium hydroxide). The solvent is CN1C(N(CC1)C)=O (dimethylimidazolidone), O (water). Run at temperature 110 celsius. Yields the product C(C)(=O)N1C(C2C=3C(=CC=CC13)C=CC2)C2=CC=CC=C2 (1-acetyl-2-phenyl-1,2,2a,3-tetrahydrobenz[cd]indole). Isolated yield 85.5%. As a reaction SMILES: [C:1]([N:4]1[C:12]2[CH:11]=[CH:10][CH:9]=[C:8]3[CH:13](Br)[CH2:14][CH2:15][CH:6]([C:7]=23)[CH:5]1[C:17]1[CH:22]=[CH:21][CH:20]=[CH:19][CH:18]=1)(=[O:3])[CH3:2].[OH-].[K+]>CN1CCN(C)C1=O.O>[C:1]([N:4]1[C:12]2[CH:11]=[CH:10][CH:9]=[C:8]3[CH:13]=[CH:14][CH2:15][CH:6]([C:7]=23)[CH:5]1[C:17]1[CH:22]=[CH:21][CH:20]=[CH:19][CH:18]=1)(=[O:3])[CH3:2] |f:1.2|. Reported procedure: A portion (5.60 g) of the compound obtained in Example 161 was dissolved in dimethylimidazolidone (DMI; 100 ml) and to the solution was added potassium hydroxide powder (1.46 g). The mixture was heated for 1 hour at 110° C. and allowed to cool. The reaction mixture was diluted with water and extracted three times with ethyl acetate. The organic layers were combined, washed with water and saturated aqueous solution of sodium chloride successively and dried over anhydrous sodium sulfate. Then, the...